The task is: describe an organic reaction: reactants, conditions, products, and yield. This data is from the Open Reaction Database (ORD), a public repository of structured organic reaction records. Reactants: COc1cc(-c2ccc(C(=O)Nc3cnn(CC(F)(F)F)c3)c(C#C[Si](C)(C)C)n2)cnc1OC, CC[O-], CCO, [Na+]. The product is C=C1c2nc(-c3cnc(OC)c(OC)c3)ccc2C(=O)N1c1cnn(CC(F)(F)F)c1. RXN SMILES: [CH3:1][O:2][c:3]1[cH:4][c:5](-[c:11]2[cH:12][cH:13][c:14]([C:23](=[O:24])[NH:25][c:26]3[cH:27][n:28][n:29]([CH2:31][C:32]([F:33])([F:34])[F:35])[cH:30]3)[c:15]([C:17]#[C:18][Si:19]([CH3:20])([CH3:21])[CH3:22])[n:16]2)[cH:6][n:7][c:8]1[O:9][CH3:10].[CH3:36][CH2:37][O-:38].[CH3:40][CH2:41][OH:42].[Na+:39]>>[CH3:1][O:2][c:3]1[cH:4][c:5](-[c:11]2[cH:12][cH:13][c:14]3[c:15]([n:16]2)[C:17](=[CH2:18])[N:25]([c:26]2[cH:27][n:28][n:29]([CH2:31][C:32]([F:33])([F:34])[F:35])[cH:30]2)[C:23]3=[O:24])[cH:6][n:7][c:8]1[O:9][CH3:10]. Product: NC1=NC(=CC(=N1)C(=O)OC)N (Methyl 2,6-diaminopyrimidine-4-carboxylate). Reaction SMILES: [NH2:1][C:2]1[N:7]=[C:6]([C:8]([OH:10])=[O:9])[CH:5]=[C:4]([NH2:11])[N:3]=1.Cl.[CH3:13]O>>[NH2:1][C:2]1[N:7]=[C:6]([C:8]([O:10][CH3:13])=[O:9])[CH:5]=[C:4]([NH2:11])[N:3]=1 |f:1.2|. The reactants are NC1=NC(=CC(=N1)C(=O)O)N (2,6-diamino pyrimidine-4-carboxylic acid), Cl.CO (HCl MeOH). Procedure details: 2,6-diamino pyrimidine-4-carboxylic acid (G. D. Davies, F. Baiocchi, R. K. Robins and C. C. Cheng, J. Org Chem 26 (1961) 2755-2759) was esterified with HCl/MeOH using the procedure of Preparation 4, step (a) in 100% yield. 1HNMR δ(DMSO) 3.90(3H,s), 6.72 (1H,s), 8.57 (broad), 8.93 (broad). Yield: 100.0%. The product is CCCOc1ccc(-c2ccc(-c3ccc(C)[se]3)cc2)c(F)c1F. Starting materials: [Li]CCCC, CI, CCOCC, [Cl-], CCCOc1ccc(-c2ccc(-c3ccc[se]3)cc2)c(F)c1F, N, [NH4+]. As a reaction SMILES: [CH3:1][CH2:2][CH2:3][CH2:4][Li:5].[CH3:29][I:30].[CH3:34][CH2:35][O:36][CH2:37][CH3:38].[Cl-:31].[F:6][c:7]1[c:8](-[c:18]2[cH:19][cH:20][c:21](-[c:24]3[se:25][cH:26][cH:27][cH:28]3)[cH:22][cH:23]2)[cH:9][cH:10][c:11]([O:14][CH2:15][CH2:16][CH3:17])[c:12]1[F:13].[NH3:33].[NH4+:32]>>[CH3:1][c:26]1[se:25][c:24](-[c:21]2[cH:20][cH:19][c:18](-[c:8]3[c:7]([F:6])[c:12]([F:13])[c:11]([O:14][CH2:15][CH2:16][CH3:17])[cH:10][cH:9]3)[cH:23][cH:22]2)[cH:28][cH:27]1. The reactants are FC1(C(C1)CN1C(N(CC1)C=1SC(=C(N1)C)C(=O)OCC)=O)F (ethyl 2-(3-((2,2-difluorocyclopropyl)methyl)-2-oxoimidazolidin-1-yl)-4-methylthiazole-5-carboxylate), CC=1N=C(SC1C(=O)OCC)N1C(N(CC1)CC1=CC=C(C=C1)C(F)(F)F)=O (ethyl 4-methyl-2-(2-oxo-3-(4-(trifluoromethyl)benzyl)-imidazolidin-1-yl)thiazole-5-carboxylate). Product: CC=1N=C(SC1C(=O)O)N1C(N(CC1)CC1=CC=C(C=C1)C(F)(F)F)=O (4-methyl-2-(2-oxo-3-(4-(trifluoromethyl)benzyl)imidazolidin-1-yl)thiazole-5-carboxylic acid). Isolated yield 85.0%. As a reaction SMILES: FC1(F)CC1CN1CCN(C2SC(C(OCC)=O)=C(C)N=2)C1=O.[CH3:24][C:25]1[N:26]=[C:27]([N:35]2[CH2:39][CH2:38][N:37]([CH2:40][C:41]3[CH:46]=[CH:45][C:44]([C:47]([F:50])([F:49])[F:48])=[CH:43][CH:42]=3)[C:36]2=[O:51])[S:28][C:29]=1[C:30]([O:32]CC)=[O:31]>>[CH3:24][C:25]1[N:26]=[C:27]([N:35]2[CH2:39][CH2:38][N:37]([CH2:40][C:41]3[CH:46]=[CH:45][C:44]([C:47]([F:50])([F:49])[F:48])=[CH:43][CH:42]=3)[C:36]2=[O:51])[S:28][C:29]=1[C:30]([OH:32])=[O:31]. Procedure: Following the procedure as described in Preparation 14, making variations as required to replace ethyl 2-(3-((2,2-difluorocyclopropyl)methyl)-2-oxoimidazolidin-1-yl)-4-methylthiazole-5-carboxylate with ethyl 4-methyl-2-(2-oxo-3-(4-(trifluoromethyl)benzyl)-imidazolidin-1-yl)thiazole-5-carboxylate, the title compound was obtained in 85% yield: mp 195-197° C.; 1H NMR (300 MHz, DMSO-d6) δ 7.74 (d, J=11.4 Hz, 2H), 7.60 (d, J=11.4 Hz, 2H), 4.51 (s, 2H), 4.00 (t, J=8.1 Hz, 2H), 3.47 (t, J=8.1 Hz, 2H), ... The reactants are Br (HBr), C(C)(=O)O[C@@H](C=O)[C@@H](OC(C)=O)[C@H](OC(C)=O)[C@H](OC(C)=O)COC(C)=O (glucose pentaacetate), C(Cl)Cl (methylene chloride), Br (HBr), C(Cl)Cl (methylene chloride). Conditions: time 30 minute. Reported procedure: To a 500 ml flask was added 50 g of glucose pentaacetate (C6H22O11) and 80 ml of methylene chloride. The mixture was stirred at ice-water bath for 20 min HBr in HOAc (33%, 50 ml) was added to the reaction mixture. After stirring for 2.5 hr another 5 ml of HBr was added to the mixture. After another 30 min, the mixture was added 600 ml of methylene chloride. The organic mixture was washed with cold water (200 ml×2), Saturated NaHCO3(200 ml×2), water (200 ml) and brine (200 ml×2). The organic laye... The product is C(C)(=O)O[C@@H](C=O)[C@@H](OC(C)=O)[C@H](OC(C)=O)[C@H](OC(C)=O)COC(C)=O (Glucose Pentaacetate), [Br-] (bromide). As a reaction SMILES: [C:1]([O:4][C@H:5]([C@H:8]([C@@H:13]([C@@H:18]([CH2:23][O:24][C:25](=[O:27])[CH3:26])[O:19][C:20](=[O:22])[CH3:21])[O:14][C:15](=[O:17])[CH3:16])[O:9][C:10](=[O:12])[CH3:11])[CH:6]=[O:7])(=[O:3])[CH3:2].C(Cl)Cl.[BrH:31]>CC(O)=O>[C:1]([O:4][C@H:5]([C@H:8]([C@@H:13]([C@@H:18]([CH2:23][O:24][C:25](=[O:27])[CH3:26])[O:19][C:20](=[O:22])[CH3:21])[O:14][C:15](=[O:17])[CH3:16])[O:9][C:10](=[O:12])[CH3:11])[CH:6]=[O:7])(=[O:3])[CH3:2].[Br-:31]. The solvent is CC(=O)O (HOAc). The reactants are Brc1ccc(C2OCCO2)cc1, [Li]CCCC, O=CN1CCOCC1, C1CCOC1. Yields the product O=Cc1ccc(C2OCCO2)cc1. RXN SMILES: [Br:1][c:2]1[cH:3][cH:4][c:5]([CH:8]2[O:9][CH2:10][CH2:11][O:12]2)[cH:6][cH:7]1.[CH2:13]([Li:14])[CH2:15][CH2:16][CH3:17].[CH:18](=[O:19])[N:20]1[CH2:21][CH2:22][O:23][CH2:24][CH2:25]1.[O:26]1[CH2:27][CH2:28][CH2:29][CH2:30]1>>[c:2]1([CH:18]=[O:19])[cH:3][cH:4][c:5]([CH:8]2[O:9][CH2:10][CH2:11][O:12]2)[cH:6][cH:7]1. Starting materials: CI (methyliodide), CC(C)(C)NS(=O)(=O)C=1C(NC(NC1)=S)=O (N-(1,1-Dimethylethyl)-1,2,3,4-tetrahydro-4-oxo-2-thioxo-5-pyrimidinesulfonamide), CI (methyliodide), CI (methyliodide). The solvent is CN(C)C=O (DMF). Reaction conditions: time 24 hour. Yields the product CC(C)(C)NS(=O)(=O)C=1C(=NC(=NC1)SC)O (N-(1,1-Dimethylethyl)-4-hydroxy-2-(methylthio)-5-pyrimidinesulfonamide). Yield: 62.0%. Reaction SMILES: [CH3:1][C:2]([NH:5][S:6]([C:9]1[C:10](=[O:16])[NH:11][C:12](=[S:15])[NH:13][CH:14]=1)(=[O:8])=[O:7])([CH3:4])[CH3:3].[CH3:17]I>CN(C=O)C>[CH3:4][C:2]([NH:5][S:6]([C:9]1[C:10]([OH:16])=[N:11][C:12]([S:15][CH3:17])=[N:13][CH:14]=1)(=[O:7])=[O:8])([CH3:1])[CH3:3]. Reported procedure: N-(1,1-Dimethylethyl)-1,2,3,4-tetrahydro-4-oxo-2-thioxo-5-pyrimidinesulfonamide (30.69 g, 116.7 mmol) was dissolved in DMF (300 mL) and methyliodide was added (8.72 mL, 140 mmoles) and the mixture was stirred at ambient temperature for 24 hours. An additional quantity of methyliodide (2.5 mL) was added and the reaction stirred an additional 24 hours. A final addition of methyliodide (2.0 mL) was made followed by another 24 hours of stirring to complete the reaction. The DMF was removed under red... Starting materials: [Li]CCCC, C1CCOC1, C1=Cc2ccccc2C1, CCCCCC, N#CCCl. Yields the product N#CCC1=CCc2ccccc21. Reaction SMILES: [CH2:10]([Li:11])[CH2:12][CH2:13][CH3:14].[CH2:19]1[O:20][CH2:21][CH2:22][CH2:23]1.[CH2:1]1[CH:2]=[CH:3][c:4]2[cH:5][cH:6][cH:7][cH:8][c:9]21.[CH3:24][CH2:25][CH2:26][CH2:27][CH2:28][CH3:29].[Cl:15][CH2:16][C:17]#[N:18]>>[C:1]1([CH2:16][C:17]#[N:18])=[CH:2][CH2:3][c:4]2[cH:5][cH:6][cH:7][cH:8][c:9]21. Procedure details: A mixture of compound 12 (20 mg) and Pd—C (40 mg) in methanol (5 mL) was stirred under hydrogen (50 psi) overnight, filtered, and concentrated to dryness under vacuum. The residue was purified by silica gel flash chromatography and re-crystallized with ethyl acetate-hexane (1:8), giving compound 20 (14 mg). 1H NMR (250 MHz, CDCl3) 0.81 (s, 3H), 1.16-1.59 (m, 10H), 3.13 (dd, 1H, J=9.3 Hz, 8.7 Hz), 3.45 (s, 2H), 3.51 (dd, 1H, J=9.3 Hz, 3.6 Hz), 4.44 (dd, 1H, J=3.6 Hz, 8.7 Hz), 5.53 (s, 1H), 6.92 (... Isolated yield 69.6%. Yields the product OC1=C(C=C(CC2C(N(C(S2)=O)CC2(CCCCC2)C)=O)C=C1)C(F)(F)F (5-(4-Hydroxy-3-trifluoromethyl-benzyl)-3-(1-methyl-cyclohexylmethyl)-thiazolidine-2,4-dione). Starting materials: OC1=C(C=C(C=C2C(N(C(S2)=O)CC2(CCCCC2)C)=O)C=C1)C(F)(F)F (5-(4-Hydroxy-3-trifluoromethyl-benzylidene)-3-(1-methyl-cyclohexylmethyl)-thiazolidine-2,4-dione). The reagents and catalysts are [Pd] (Pd—C). Reaction SMILES: [OH:1][C:2]1[CH:23]=[CH:22][C:5]([CH:6]=[C:7]2[S:11][C:10](=[O:12])[N:9]([CH2:13][C:14]3([CH3:20])[CH2:19][CH2:18][CH2:17][CH2:16][CH2:15]3)[C:8]2=[O:21])=[CH:4][C:3]=1[C:24]([F:27])([F:26])[F:25]>CO.[Pd]>[OH:1][C:2]1[CH:23]=[CH:22][C:5]([CH2:6][CH:7]2[S:11][C:10](=[O:12])[N:9]([CH2:13][C:14]3([CH3:20])[CH2:15][CH2:16][CH2:17][CH2:18][CH2:19]3)[C:8]2=[O:21])=[CH:4][C:3]=1[C:24]([F:27])([F:26])[F:25]. Solvent: CO (methanol). Conditions: time 8 hour.